Dataset: the Open Reaction Database (ORD), a public repository of structured organic reaction records. Task: describe an organic reaction: reactants, conditions, products, and yield Starting materials: N1(CCCC1)CCCOC1=CC=2C=C3N(C2C=C1)CCCNC3=O (9-(3-Pyrrolidin-1-yl-propoxy)-2,3,4,5-tetrahydro-[1,4]diazepino[1,2-a]indol-1-one), COCCBr (2-bromoethyl methyl ether), [H-].[Na+] (sodium hydride). Yields the product COCCN1C(C=2N(C=3C=CC(=CC3C2)OCCCN2CCCC2)CCC1)=O (2-(2-Methoxy-ethyl)-9-(3-pyrrolidin-1-yl-propoxy)-2,3,4,5-tetrahydro-[1,4]diazepino[1,2-a]indol-1-one). The yield is 15.0%. Reaction SMILES: [N:1]1([CH2:6][CH2:7][CH2:8][O:9][C:10]2[CH:18]=[CH:17][C:16]3[N:15]4[CH2:19][CH2:20][CH2:21][NH:22][C:23](=[O:24])[C:14]4=[CH:13][C:12]=3[CH:11]=2)[CH2:5][CH2:4][CH2:3][CH2:2]1.[CH3:25][O:26][CH2:27][CH2:28]Br.[H-].[Na+]>>[CH3:25][O:26][CH2:27][CH2:28][N:22]1[CH2:21][CH2:20][CH2:19][N:15]2[C:16]3[CH:17]=[CH:18][C:10]([O:9][CH2:8][CH2:7][CH2:6][N:1]4[CH2:5][CH2:4][CH2:3][CH2:2]4)=[CH:11][C:12]=3[CH:13]=[C:14]2[C:23]1=[O:24] |f:2.3|. Reported procedure: The title compound was synthesized in analogy to example 17, from 9-(3-pyrrolidin-1-yl-propoxy)-2,3,4,5-tetrahydro-[1,4]diazepino[1,2-a]indol-1-one (example 16), 2-bromoethyl methyl ether and sodium hydride, to give the desired product as a colorless oil (15%). Reactants: C(C)O (ethanol), CN(C)C(=[N+](C)C)ON1C2=C(C=CC=C2)N=N1.[B-](F)(F)(F)F (TBTU), CCN(C(C)C)C(C)C (DIPEA), C1(CCCCC1)[NH2+]C1CCCCC1.C(C1=CC=CC=C1)OC(=O)N[C@H](C(=O)[O-])CCC#N (dicyclohexylammonium (2S)-2-(benzyloxycarbonyl-amino)-4-cyano-butanoate). Solvent: C(CC(O)(C(=O)O)CC(=O)O)(=O)O (citric acid). Reaction conditions: time 10 minute. The product is C(C1=CC=CC=C1)OC(=O)N[C@H](C(=O)OCC)CCC#N (ethyl (2S)-2-(benzyloxycarbonyl-amino)-4-cyano-butyrate). Reaction SMILES: [CH:1]1([NH2+]C2CCCCC2)CCCC[CH2:2]1.[CH2:14]([O:21][C:22]([NH:24][C@@H:25]([CH2:29][CH2:30][C:31]#[N:32])[C:26]([O-:28])=[O:27])=[O:23])[C:15]1[CH:20]=[CH:19][CH:18]=[CH:17][CH:16]=1.CN(C(ON1N=NC2C=CC=CC1=2)=[N+](C)C)C.[B-](F)(F)(F)F.CCN(C(C)C)C(C)C.C(O)C>C(O)(=O)CC(CC(O)=O)(C(O)=O)O>[CH2:14]([O:21][C:22]([NH:24][C@@H:25]([CH2:29][CH2:30][C:31]#[N:32])[C:26]([O:28][CH2:1][CH3:2])=[O:27])=[O:23])[C:15]1[CH:16]=[CH:17][CH:18]=[CH:19][CH:20]=1 |f:0.1,2.3|. Procedure details: 5.00 g (11.3 mmol) dicyclohexylammonium-(2S)-2-(benzyloxycarbonyl-amino)-4-cyano-butanoate are stirred into in 100 ml of 5% citric acid solution and then extracted with ethyl acetate. The combined organic phases are dried over sodium sulphate and the solvent is distilled off i. vac. The residue is dissolved in 70 ml THF, 4.35 g (13.5 mmol) TBTU and 6.35 ml (33.8 mmol) DIPEA are added and the mixture is stirred for 10 minutes at ambient temperature. Then 50 ml of ethanol are added and the mixture... Starting materials: Oc1ccc2cc(Cc3cc(Br)ccc3Cl)sc2c1, O=C([O-])[O-], CN(C)C=O, COC(=O)C(F)(F)Cl, Cl, [K+], [K+]. The product is FC(F)Oc1ccc2cc(Cc3cc(Br)ccc3Cl)sc2c1. RXN SMILES: [Br:1][c:2]1[cH:3][cH:4][c:5]([Cl:19])[c:6]([CH2:8][c:9]2[cH:10][c:11]3[c:12]([s:13]2)[cH:14][c:15]([OH:18])[cH:16][cH:17]3)[cH:7]1.[C:28](=[O:29])([O-:30])[O-:31].[CH3:35][N:36]([CH3:37])[CH:38]=[O:39].[Cl:20][C:21]([C:22]([O:23][CH3:24])=[O:25])([F:26])[F:27].[ClH:34].[K+:32].[K+:33]>>[Br:1][c:2]1[cH:3][cH:4][c:5]([Cl:19])[c:6]([CH2:8][c:9]2[cH:10][c:11]3[c:12]([s:13]2)[cH:14][c:15]([O:18][CH:21]([F:26])[F:27])[cH:16][cH:17]3)[cH:7]1. Reaction SMILES: [C:1](#[N:2])[c:3]1[c:4]([C:17]([F:18])([F:19])[F:20])[cH:5][c:6]([N:9]([CH2:10][C:11](=[O:12])[OH:13])[CH2:14][CH2:15][CH3:16])[cH:7][cH:8]1.[CH3:21][CH:22]([NH2:23])[c:24]1[cH:25][cH:26][cH:27][cH:28][cH:29]1>>[C:1](#[N:2])[c:3]1[c:4]([C:17]([F:18])([F:19])[F:20])[cH:5][c:6]([N:9]([CH2:10][C:11](=[O:13])[NH:23][CH:22]([CH3:21])[c:24]2[cH:25][cH:26][cH:27][cH:28][cH:29]2)[CH2:14][CH2:15][CH3:16])[cH:7][cH:8]1. Product: CCCN(CC(=O)NC(C)c1ccccc1)c1ccc(C#N)c(C(F)(F)F)c1. Reactants: CCCN(CC(=O)O)c1ccc(C#N)c(C(F)(F)F)c1, CC(N)c1ccccc1. Starting materials: COC(COC1=C2C(=C(N(C2=CC=C1)CC1=CC=C(C=C1)F)C)C(C(=O)N)=O)=O ([[3-(2-amino-1,2-dioxoethyl)-1-[(4-fluorophenyl)methyl]-2-methyl-1H-indol-4-yl]oxy]acetic acid methyl ester), [OH-].[Na+] (NaOH), CO (MeOH), C(C)(=O)OCC (Ethyl acetate). The solvent is O (water). Reaction conditions: time 1 hour. The product is NC(C(=O)C1=C(N(C2=CC=CC(=C12)OCC(=O)O)CC1=CC=C(C=C1)F)C)=O ([[3-(2-amino-1,2-dioxoethyl)-1-[(4-fluorophenyl)methyl]-2-methyl-1H-indol-4-yl]oxy]acetic acid). Yield: 81.2%. RXN SMILES: C[O:2][C:3](=[O:29])[CH2:4][O:5][C:6]1[CH:14]=[CH:13][CH:12]=[C:11]2[C:7]=1[C:8]([C:24](=[O:28])[C:25]([NH2:27])=[O:26])=[C:9]([CH3:23])[N:10]2[CH2:15][C:16]1[CH:21]=[CH:20][C:19]([F:22])=[CH:18][CH:17]=1.[OH-].[Na+].CO.C(OCC)(=O)C>O>[NH2:27][C:25](=[O:26])[C:24]([C:8]1[C:7]2[C:11](=[CH:12][CH:13]=[CH:14][C:6]=2[O:5][CH2:4][C:3]([OH:29])=[O:2])[N:10]([CH2:15][C:16]2[CH:17]=[CH:18][C:19]([F:22])=[CH:20][CH:21]=2)[C:9]=1[CH3:23])=[O:28] |f:1.2|. Reported procedure: A mixture of 767 mg (1.9 mmol) of [[3-(2-amino-1,2-dioxoethyl)-1-[(4-fluorophenyl)methyl]-2-methyl-1H-indol-4-yl]oxy]acetic acid methyl ester, 10 mL of 1N NaOH and 30 mL of MeOH was heated to maintain reflux for 0.67 hours, cooled to room temperature and stirred 1 hour. Ethyl acetate and water were added and the aqueous layer separated, made acidic to pH 2-3 with 1N HCl and the mixture extracted with ethyl acetate two times. The combined ethyl acetate extracts were dried (MgSO4) and concentrated... Reactants: ClCC1=NC=CC(=C1)C1=CC(=C(C(=C1)OC)OC)OC (2-Chloromethyl-4-(3,4,5-trimethoxyphenyl)pyridine), N1CCNCCC1 (homopiperazine). The product is COC=1C=C(C=C(C1OC)OC)C1=CC(=NC=C1)CN1CCN(CCC1)CC1=NC=CC(=C1)C1=CC(=C(C(=C1)OC)OC)OC (N,N′-bis[[4-(3,4,5-Trimethoxyphenyl)pyridin-2-yl]methyl]homopiperazine). Reaction SMILES: Cl[CH2:2][C:3]1[CH:8]=[C:7]([C:9]2[CH:14]=[C:13]([O:15][CH3:16])[C:12]([O:17][CH3:18])=[C:11]([O:19][CH3:20])[CH:10]=2)[CH:6]=[CH:5][N:4]=1.[NH:21]1[CH2:27][CH2:26][CH2:25][NH:24][CH2:23][CH2:22]1>>[CH3:20][O:19][C:11]1[CH:10]=[C:9]([C:7]2[CH:6]=[CH:5][N:4]=[C:3]([CH2:2][N:21]3[CH2:27][CH2:26][CH2:25][N:24]([CH2:2][C:3]4[CH:8]=[C:7]([C:9]5[CH:10]=[C:11]([O:19][CH3:20])[C:12]([O:17][CH3:18])=[C:13]([O:15][CH3:16])[CH:14]=5)[CH:6]=[CH:5][N:4]=4)[CH2:23][CH2:22]3)[CH:8]=2)[CH:14]=[C:13]([O:15][CH3:16])[C:12]=1[O:17][CH3:18]. Procedure: 2-Chloromethyl-4-(3,4,5-trimethoxyphenyl)pyridine (195 mg) and homopiperazine (32 mg) were reacted in the same manner as in Example 1 to obtain the title compound. Reactants: C(CCC(=O)O)(=O)O (succinic acid), ClC1=CC=C(C=C1)N1C([C@H](CC1)CN1CCN(CC1)CCOC)=O ((R)-1-(4-chlorophenyl)-3-(4-(2-methoxyethyl)piperazin-1-yl)methyl-2-pyrrolidinone). Solvent: C(C)O (ethanol), C(C)O (ethanol). Reaction SMILES: [C:1]([OH:8])(=[O:7])[CH2:2][CH2:3][C:4]([OH:6])=[O:5].[Cl:9][C:10]1[CH:15]=[CH:14][C:13]([N:16]2[CH2:20][CH2:19][C@H:18]([CH2:21][N:22]3[CH2:27][CH2:26][N:25]([CH2:28][CH2:29][O:30][CH3:31])[CH2:24][CH2:23]3)[C:17]2=[O:32])=[CH:12][CH:11]=1>C(O)C>[C:1]([OH:8])(=[O:7])[CH2:2][CH2:3][C:4]([OH:6])=[O:5].[C:1]([OH:8])(=[O:7])[CH2:2][CH2:3][C:4]([OH:6])=[O:5].[Cl:9][C:10]1[CH:15]=[CH:14][C:13]([N:16]2[CH2:20][CH2:19][C@H:18]([CH2:21][N:22]3[CH2:23][CH2:24][N:25]([CH2:28][CH2:29][O:30][CH3:31])[CH2:26][CH2:27]3)[C:17]2=[O:32])=[CH:12][CH:11]=1 |f:3.4.5|. The yield is 24.2%. Procedure details: A solution of 591 mg of succinic acid in 20 mL of ethanol was added to a solution of 880 mg of (R)-1-(4-chlorophenyl)-3-(4-(2-methoxyethyl)piperazin-1-yl)methyl-2-pyrrolidinone in 20 mL of ethanol. The mixture was stirred at room temperature and cooled. The precipitated solid was filtered and dried to give 356 mg of the title compound. Yields the product C(CCC(=O)O)(=O)O.C(CCC(=O)O)(=O)O.ClC1=CC=C(C=C1)N1C([C@H](CC1)CN1CCN(CC1)CCOC)=O ((R)-1-(4-chlorophenyl)-3-(4-(2-methoxyethyl)piperazin-1-yl)methyl-2-pyrrolidinone disuccinate).